From a dataset of the Open Reaction Database (ORD), a public repository of structured organic reaction records. describe an organic reaction: reactants, conditions, products, and yield The reactants are CC(C)CN(C(CCCCN)C(=O)O)S(=O)(=O)c1ccc([N+](=O)[O-])cc1, O=C(O)C=Cc1ccc2c(c1)OCO2. Yields the product CC(C)CN(C(CCCCNC(=O)C=Cc1ccc2c(c1)OCO2)C(=O)O)S(=O)(=O)c1ccc([N+](=O)[O-])cc1. As a reaction SMILES: [CH2:1]([CH:2]([CH3:3])[CH3:4])[N:5]([CH:6]([CH2:7][CH2:8][CH2:9][CH2:10][NH2:11])[C:12](=[O:13])[OH:14])[S:15](=[O:16])(=[O:17])[c:18]1[cH:19][cH:20][c:21]([N+:24](=[O:25])[O-:26])[cH:22][cH:23]1.[CH2:27]1[O:28][c:29]2[cH:30][c:31]([CH:32]=[CH:33][C:34](=[O:35])[OH:36])[cH:37][cH:38][c:39]2[O:40]1>>[CH2:1]([CH:2]([CH3:3])[CH3:4])[N:5]([CH:6]([CH2:7][CH2:8][CH2:9][CH2:10][NH:11][C:34]([CH:33]=[CH:32][c:31]1[cH:30][c:29]2[c:39]([cH:38][cH:37]1)[O:40][CH2:27][O:28]2)=[O:35])[C:12](=[O:13])[OH:14])[S:15](=[O:16])(=[O:17])[c:18]1[cH:19][cH:20][c:21]([N+:24](=[O:25])[O-:26])[cH:22][cH:23]1. The reactants are NC1=C(C(=NN1C1=C(C=C(C=C1Cl)C(F)(F)F)Cl)C#N)SC(F)(F)F (5-amino-3-cyano-1-(2,6-dichloro-4-trifluoromethylphenyl)-4-trifluoromethylthiopyrazole), Cl (hydrochloric acid), C(OCC)(OCC)OCC (triethyl orthoformate). Reaction conditions: temperature 50 celsius. Yields the product C(#N)C1=NN(C(=C1SC(F)(F)F)N=COCC)C1=C(C=C(C=C1Cl)C(F)(F)F)Cl (3-cyano-1-(2,6-dichloro-4-trifluoromethylphenyl)-5-ethoxymethylideneamino-4-trifluoromethylthiopyrazole). Reaction SMILES: [NH2:1][C:2]1[N:6]([C:7]2[C:12]([Cl:13])=[CH:11][C:10]([C:14]([F:17])([F:16])[F:15])=[CH:9][C:8]=2[Cl:18])[N:5]=[C:4]([C:19]#[N:20])[C:3]=1[S:21][C:22]([F:25])([F:24])[F:23].Cl.[CH:27](OCC)(OCC)[O:28][CH2:29][CH3:30]>>[C:19]([C:4]1[C:3]([S:21][C:22]([F:25])([F:24])[F:23])=[C:2]([N:1]=[CH:27][O:28][CH2:29][CH3:30])[N:6]([C:7]2[C:12]([Cl:13])=[CH:11][C:10]([C:14]([F:15])([F:16])[F:17])=[CH:9][C:8]=2[Cl:18])[N:5]=1)#[N:20]. Procedure details: A solution of 5-amino-3-cyano-1-(2,6-dichloro-4-trifluoromethylphenyl)-4-trifluoromethylthiopyrazole (500 g) in triethyl orthoformate was treated with concentrated hydrochloric acid (10 ml) and heated at 50° C. After 8 hours the reaction mixture was evaporated to give a solid which was washed (heptane) and air-dried to give 3-cyano-1-(2,6-dichloro-4-trifluoromethylphenyl)-5-ethoxymethylideneamino-4-trifluoromethylthiopyrazole (217 g), m.p. 68° C. The reactants are ClC=1C=C(N)C=CC1OCC1=CC(=CC=C1)F (3-chloro-4-(3-fluoro-benzyloxy)aniline), ClC1=NC=NC2=CC=C(C=C12)C=1OC(=NN1)C (4-chloro-6-(5-methyl-1,3,4-oxadiazol-2-yl)-quinazoline). Yields the product Cl.ClC=1C=C(C=CC1OCC1=CC(=CC=C1)F)NC1=NC=NC2=CC=C(C=C12)C=1OC(=NN1)C ((3-Chloro4-(3-fluoro-benzyloxy)-phenyl)-(6-(5-methyl-1,3,4-oxadiazol-2-yl)-quinazolin-4-yl)-amine hydrochloride). As a reaction SMILES: [Cl:1][C:2]1[CH:3]=[C:4]([CH:6]=[CH:7][C:8]=1[O:9][CH2:10][C:11]1[CH:16]=[CH:15][CH:14]=[C:13]([F:17])[CH:12]=1)[NH2:5].Cl[C:19]1[C:28]2[C:23](=[CH:24][CH:25]=[C:26]([C:29]3[O:30][C:31]([CH3:34])=[N:32][N:33]=3)[CH:27]=2)[N:22]=[CH:21][N:20]=1>>[ClH:1].[Cl:1][C:2]1[CH:3]=[C:4]([NH:5][C:19]2[C:28]3[C:23](=[CH:24][CH:25]=[C:26]([C:29]4[O:30][C:31]([CH3:34])=[N:32][N:33]=4)[CH:27]=3)[N:22]=[CH:21][N:20]=2)[CH:6]=[CH:7][C:8]=1[O:9][CH2:10][C:11]1[CH:16]=[CH:15][CH:14]=[C:13]([F:17])[CH:12]=1 |f:2.3|. Reported procedure: The title compound was prepared according to Procedure A from 3-chloro-4-(3-fluoro-benzyloxy)aniline and 4-chloro-6-(5-methyl-1,3,4-oxadiazol-2-yl)-quinazoline; δH [2H6]DMSO 11.73(1H,bs), 9.38(1H,s), 8.94(1H,s), 8.57(1H,d), 8.10(1H,d), 7.90(1H,d), 7.65(1H,dd), 7.45(1H,m), 7.30(3H,m), 7.16(1H,m), 5.30(2H,s), 2.65(3H,s); m/z (M+1+) 462.